This data is from the Open Reaction Database (ORD), a public repository of structured organic reaction records. The task is: describe an organic reaction: reactants, conditions, products, and yield Reactants: O.NN (hydrazine hydrate), NNC(=S)NN (thiocarbohydrazide), C(C)O (ethanol). Yields the product N(N)C1=NN=C(N1N)S (3-hydrazino-4-amino-5-mercapto-1,2,4-triazole). Reaction SMILES: O.[NH2:2][NH2:3].[NH2:4][NH:5][C:6]([NH:8][NH2:9])=[S:7].[CH2:10](O)C>>[NH:2]([C:10]1[N:8]([NH2:9])[C:6]([SH:7])=[N:5][N:4]=1)[NH2:3] |f:0.1|. Reported procedure: Methyl dithiocarbazinate (24.4 gm., 0.2 mole) was dissolved in 200 ml. of absolute ethanol and 18 ml. (0.3 mole of hydrazine) of 85% hydrazine hydrate was added. The resulting solution was refluxed until no more solid thiocarbohydrazide precipitated (about 45 minutes). A small amount of 3-hydrazino-4-amino-5-mercapto-1,2,4-triazole that had formed was removed as follows. The reaction mixture was chilled, and the resulting solid product was collected and recrystallized from water acidified with a... Reactants: Nc1ccccc1C(=O)OCc1ccccc1, C(=NC1CCCCC1)=NC1CCCCC1, Cl, N=C(N)NCC1CCC(C(=O)O)CC1, O, c1ccncc1. The product is Cl, N=C(N)NCC1CCC(C(=O)Nc2ccccc2C(=O)OCc2ccccc2)CC1. Reaction SMILES: [C:16]([c:17]1[c:18]([NH2:19])[cH:20][cH:21][cH:22][cH:23]1)(=[O:24])[O:25][CH2:26][c:27]1[cH:28][cH:29][cH:30][cH:31][cH:32]1.[CH:39]1([N:40]=[C:41]=[N:42][CH:43]2[CH2:44][CH2:45][CH2:46][CH2:47][CH2:48]2)[CH2:49][CH2:50][CH2:51][CH2:52][CH2:53]1.[ClH:1].[NH:2]([C:3](=[NH:4])[NH2:5])[CH2:6][CH:7]1[CH2:8][CH2:9][CH:10]([C:13](=[O:14])[OH:15])[CH2:11][CH2:12]1.[OH2:54].[cH:33]1[cH:34][cH:35][n:36][cH:37][cH:38]1>>[ClH:1].[NH:2]([C:3](=[NH:4])[NH2:5])[CH2:6][CH:7]1[CH2:8][CH2:9][CH:10]([C:13](=[O:15])[NH:19][c:18]2[c:17]([C:16](=[O:24])[O:25][CH2:26][c:27]3[cH:28][cH:29][cH:30][cH:31][cH:32]3)[cH:23][cH:22][cH:21][cH:20]2)[CH2:11][CH2:12]1. Starting materials: Fc1c(F)c(C(F)(F)F)c(F)c(F)c1CBr, COc1ccc(N)cc1C(=O)O, CN(C)C=O. Yields the product COc1ccc(NCc2c(F)c(F)c(C(F)(F)F)c(F)c2F)cc1C(=O)O. Reaction SMILES: [F:13][c:14]1[c:15]([CH2:16][Br:17])[c:18]([F:28])[c:19]([F:27])[c:20]([C:23]([F:24])([F:25])[F:26])[c:21]1[F:22].[NH2:1][c:2]1[cH:3][cH:4][c:5]([O:11][CH3:12])[c:6]([C:7](=[O:8])[OH:9])[cH:10]1.[O:29]=[CH:30][N:31]([CH3:32])[CH3:33]>>[NH:1]([c:2]1[cH:3][cH:4][c:5]([O:11][CH3:12])[c:6]([C:7](=[O:8])[OH:9])[cH:10]1)[CH2:16][c:15]1[c:14]([F:13])[c:21]([F:22])[c:20]([C:23]([F:24])([F:25])[F:26])[c:19]([F:27])[c:18]1[F:28].